From a dataset of the Open Reaction Database (ORD), a public repository of structured organic reaction records. describe an organic reaction: reactants, conditions, products, and yield Starting materials: COC(=O)c1cccc(N2C(=O)C3(CC3c3ccc(Cl)cc3)c3ccccc32)c1, COC(=O)c1cccc(N2C(=O)C3(CC3c3ccc(Cl)cc3)c3ccccc32)c1, CO, [Li+], [OH-], O. Yields the product O=C(O)c1cccc(N2C(=O)C3(CC3c3ccc(Cl)cc3)c3ccccc32)c1. Reaction SMILES: [CH3:1][O:2][C:3]([c:4]1[cH:5][c:6]([N:10]2[C:11](=[O:28])[C:12]3([CH:13]([c:15]4[cH:16][cH:17][c:18]([Cl:21])[cH:19][cH:20]4)[CH2:14]3)[c:22]3[cH:23][cH:24][cH:25][cH:26][c:27]32)[cH:7][cH:8][cH:9]1)=[O:29].[CH3:30][O:31][C:32](=[O:33])[c:34]1[cH:35][cH:36][cH:37][c:38]([N:39]2[c:40]3[c:41]([cH:42][cH:43][cH:44][cH:45]3)[C:46]3([CH2:47][CH:48]3[c:49]3[cH:50][cH:51][c:52]([Cl:53])[cH:54][cH:55]3)[C:56]2=[O:57])[cH:58]1.[CH3:62][OH:63].[Li+:60].[OH-:61].[OH2:59]>>[O:2]=[C:3]([c:4]1[cH:5][c:6]([N:10]2[C:11](=[O:28])[C:12]3([CH:13]([c:15]4[cH:16][cH:17][c:18]([Cl:21])[cH:19][cH:20]4)[CH2:14]3)[c:22]3[cH:23][cH:24][cH:25][cH:26][c:27]32)[cH:7][cH:8][cH:9]1)[OH:29]. Reactants: O=C(OCCC(Cn1ccnc1C(=O)c1cccc2c1CCCC2)c1ccc(Cl)c(Cl)c1)c1cccc2c1CCCC2, CO, [Na+], [OH-]. Yields the product O=C(c1cccc2c1CCCC2)c1nccn1CC(CCO)c1ccc(Cl)c(Cl)c1. As a reaction SMILES: [CH2:1]1[c:2]2[cH:3][cH:4][cH:5][c:6]([C:7](=[O:8])[O:13][CH2:14][CH2:15][CH:16]([CH2:17][n:18]3[c:19]([C:23](=[O:24])[c:25]4[c:26]5[c:31]([cH:32][cH:33][cH:34]4)[CH2:30][CH2:29][CH2:28][CH2:27]5)[n:20][cH:21][cH:22]3)[c:35]3[cH:36][c:37]([Cl:42])[c:38]([Cl:41])[cH:39][cH:40]3)[c:9]2[CH2:10][CH2:11][CH2:12]1.[CH3:45][OH:46].[Na+:44].[OH-:43]>>[OH:13][CH2:14][CH2:15][CH:16]([CH2:17][n:18]1[c:19]([C:23](=[O:24])[c:25]2[c:26]3[c:31]([cH:32][cH:33][cH:34]2)[CH2:30][CH2:29][CH2:28][CH2:27]3)[n:20][cH:21][cH:22]1)[c:35]1[cH:36][c:37]([Cl:42])[c:38]([Cl:41])[cH:39][cH:40]1. Starting materials: C=O, Cc1ccccc1, O=C(Cl)c1ccc(C(F)(F)F)cc1, [H][H]. Product: O=Cc1ccc(C(F)(F)F)cc1. Reaction SMILES: [C:16]=[O:17].[CH3:18][c:19]1[cH:20][cH:21][cH:22][cH:23][cH:24]1.[F:1][C:2]([c:3]1[cH:4][cH:5][c:6]([C:7](=[O:8])[Cl:9])[cH:10][cH:11]1)([F:12])[F:13].[H:14][H:15]>>[F:1][C:2]([c:3]1[cH:4][cH:5][c:6]([CH:7]=[O:8])[cH:10][cH:11]1)([F:12])[F:13]. Procedure details: A mixture of 2-(5-chloro-2-ethoxy-4-fluoro-3-iodophenyl)-2-methyl-1,3-dioxolane (22 g, 58 mmol) (from Step 1), ethyl (2E)-3-(4,4,5,5-tetramethyl-1,3,2-dioxaborolan-2-yl)acrylate (16 mL, 70 mmol), and potassium carbonate (24 g, 170 mmol) in 1,4-dioxane (230 mL) and water (110 mL) was degassed with nitrogen for 10 min. The reaction mixture was treated with [1,1′-bis (diphenylphosphino\)ferrocene]dichloropalladium(II), complex with dichloromethane (1:1) (2.4 g, 2.9 mmol), degassed with nitrogen for... Product: ClC=1C(=C(C(=C(C1)C1(OCCO1)C)OCC)/C=C/C(=O)OCC)F (Ethyl (2E)-3-[3-chloro-6-ethoxy-2-fluoro-5-(2-methyl-1,3-dioxolan-2-yl)phenyl]acrylate). Run at temperature 80 celsius. Isolated yield 96.1%. RXN SMILES: [Cl:1][C:2]1[C:3]([F:18])=[C:4](I)[C:5]([O:14][CH2:15][CH3:16])=[C:6]([C:8]2([CH3:13])[O:12][CH2:11][CH2:10][O:9]2)[CH:7]=1.CC1(C)C(C)(C)OB(/[CH:27]=[CH:28]/[C:29]([O:31][CH2:32][CH3:33])=[O:30])O1.C(=O)([O-])[O-].[K+].[K+].ClCCl>O1CCOCC1.O>[Cl:1][C:2]1[C:3]([F:18])=[C:4](/[CH:27]=[CH:28]/[C:29]([O:31][CH2:32][CH3:33])=[O:30])[C:5]([O:14][CH2:15][CH3:16])=[C:6]([C:8]2([CH3:13])[O:12][CH2:11][CH2:10][O:9]2)[CH:7]=1 |f:2.3.4|. The reactants are ClC=1C(=C(C(=C(C1)C1(OCCO1)C)OCC)I)F (2-(5-chloro-2-ethoxy-4-fluoro-3-iodophenyl)-2-methyl-1,3-dioxolane), CC1(OB(OC1(C)C)/C=C/C(=O)OCC)C (ethyl (2E)-3-(4,4,5,5-tetramethyl-1,3,2-dioxaborolan-2-yl)acrylate), C([O-])([O-])=O.[K+].[K+] (potassium carbonate), [1,1′-bis (diphenylphosphino\)ferrocene]dichloropalladium(II), ClCCl (dichloromethane). The solvent is O1CCOCC1 (1,4-dioxane), O (water).